This data is from the Open Reaction Database (ORD), a public repository of structured organic reaction records. The task is: describe an organic reaction: reactants, conditions, products, and yield The reactants are CCOC(=O)CCCCn1c(C(=O)OCc2ccccc2)cc2ccccc21, CCO. Product: CCOC(=O)CCCCn1c(C(=O)O)cc2ccccc21. RXN SMILES: [CH2:1]([CH3:2])[O:3][C:4](=[O:5])[CH2:6][CH2:7][CH2:8][CH2:9][n:10]1[c:11]([C:19](=[O:20])[O:21][CH2:22][c:23]2[cH:24][cH:25][cH:26][cH:27][cH:28]2)[cH:12][c:13]2[cH:14][cH:15][cH:16][cH:17][c:18]12.[CH3:29][CH2:30][OH:31]>>[CH2:1]([CH3:2])[O:3][C:4](=[O:5])[CH2:6][CH2:7][CH2:8][CH2:9][n:10]1[c:11]([C:19](=[O:20])[OH:21])[cH:12][c:13]2[cH:14][cH:15][cH:16][cH:17][c:18]12.